describe an organic reaction: reactants, conditions, products, and yield From a dataset of the Open Reaction Database (ORD), a public repository of structured organic reaction records. Starting materials: FC=1C=C2/C(/C(OC(C2=CC1)=O)=O)=C/OC ((4Z)-6-fluoro-4-(methoxymethylene)-1H-isochromene-1,3(4H)-dione), S(O)(O)(=O)=O (sulfuric acid). Solvent: CO (methanol). Reaction conditions: temperature 45 celsius. Yields the product FC=1C=C2C(=COC(C2=CC1)=O)C(=O)OC (Methyl 6-fluoro-1-oxo-1H-isochromene-4-carboxylate). Reaction SMILES: [F:1][C:2]1[CH:3]=[C:4]2[C:9](=[CH:10][CH:11]=1)[C:8](=[O:12])[O:7][C:6](=O)/[C:5]/2=[CH:14]\[O:15][CH3:16].S(=O)(=O)(O)[OH:18]>CO>[F:1][C:2]1[CH:3]=[C:4]2[C:9](=[CH:10][CH:11]=1)[C:8](=[O:12])[O:7][CH:6]=[C:5]2[C:14]([O:15][CH3:16])=[O:18]. Reported procedure: To a suspension of (4Z)-6-fluoro-4-(methoxymethylene)-1H-isochromene-1,3(4H)-dione (1.30 g) in methanol (20 ml) was slowly added sulfuric acid (1.5 ml). The mixture was heated at 40-50° C. for 3 h. As the reaction proceeded the sub-title compound crystallized out. The reaction was cooled to room temperature and a white solid was collected by filtration and washed with cold methanol. Reactants: Cl.NN1C(C(N(C=2C=NC(=NC12)N1C(=NC=C1)C1=CC=CC=C1)C)=O)CC (8-amino-7-ethyl-5-methyl-2-(2-phenyl-1H-imidazol-1-yl)-7,8-dihydropteridin-6(5H)-one hydrochloride salt), BrCCCCBr (1,4-dibromobutane), C([O-])([O-])=O.[K+].[K+] (potassium carbonate). The solvent is CC#N (CH3CN). Conditions: temperature 80 celsius. Yields the product C(C)C1C(N(C=2C=NC(=NC2N1N1CCCC1)N1C(=NC=C1)C1=CC=CC=C1)C)=O (7-ethyl-5-methyl-2-(2-phenyl-1H-imidazol-1-yl)-8-(pyrrolidin-1-yl)-7,8-dihydropteridin-6(5H)-one). RXN SMILES: Cl.[NH2:2][N:3]1[C:12]2[N:11]=[C:10]([N:13]3[CH:17]=[CH:16][N:15]=[C:14]3[C:18]3[CH:23]=[CH:22][CH:21]=[CH:20][CH:19]=3)[N:9]=[CH:8][C:7]=2[N:6]([CH3:24])[C:5](=[O:25])[CH:4]1[CH2:26][CH3:27].Br[CH2:29][CH2:30][CH2:31][CH2:32]Br.C(=O)([O-])[O-].[K+].[K+]>CC#N>[CH2:26]([CH:4]1[N:3]([N:2]2[CH2:32][CH2:31][CH2:30][CH2:29]2)[C:12]2[N:11]=[C:10]([N:13]3[CH:17]=[CH:16][N:15]=[C:14]3[C:18]3[CH:23]=[CH:22][CH:21]=[CH:20][CH:19]=3)[N:9]=[CH:8][C:7]=2[N:6]([CH3:24])[C:5]1=[O:25])[CH3:27] |f:0.1,3.4.5|. Reported procedure: 8-amino-7-ethyl-5-methyl-2-(2-phenyl-1H-imidazol-1-yl)-7,8-dihydropteridin-6(5H)-one hydrochloride salt (Example 278, 28 mg, 0.073 mmol) was combined with 1,4-dibromobutane (0.05 mL, 0.42 mmol) and potassium carbonate (38 mg, 0.27 mmol) in 0.2 mL of CH3CN. This mixture was heated to 80° C. for 19 h, then filtered, washed with EtOAc, and the filtrate concentrated under reduced pressure. The residue was purified by HPLC to give the title compound. 1H NMR (CD3OD) δ: 8.01 (s, 2H), 7.73 (d, J=1.8 Hz,... Product: ClC1=NC=C2C(=N1)N(N=C2)C2=CC=CC=C2 (6-chloro-1-phenyl-1H-pyrazolo[3,4-d]pyrimidine). The solvent is ClCCl (dichloromethane). The reactants are ClC1=NC=C2C(=N1)NN=C2 (6-chloro-1H-pyrazolo[3,4-d]pyrimidine), C1(=CC=CC=C1)B(O)O (benzene boronic acid), N1=CC=CC=C1 (pyridine). Yield: 92.0%. Reaction SMILES: [Cl:1][C:2]1[N:7]=[C:6]2[NH:8][N:9]=[CH:10][C:5]2=[CH:4][N:3]=1.[C:11]1(B(O)O)[CH:16]=[CH:15][CH:14]=[CH:13][CH:12]=1.N1C=CC=CC=1>ClCCl.C([O-])(=O)C.[Cu+2].C([O-])(=O)C>[Cl:1][C:2]1[N:7]=[C:6]2[N:8]([C:11]3[CH:16]=[CH:15][CH:14]=[CH:13][CH:12]=3)[N:9]=[CH:10][C:5]2=[CH:4][N:3]=1 |f:4.5.6|. Procedure details: A suspension of 6-chloro-1H-pyrazolo[3,4-d]pyrimidine (100 mg, 0.65 mmol), benzene boronic acid (1.5 eq), copper acetate (2 eq) and pyridine (2 eq) in dichloromethane (2 mL) was heated in the microwave at 80° C. for 15 min. After cooling to rt, the mixture was filtered and the resulting filtrate concentrated to give 6-chloro-1-phenyl-1H-pyrazolo[3,4-d]pyrimidine as a green oil (138 mg, 92%) which was used without further purification in the next step. Reagents/catalysts: C(C)(=O)[O-].[Cu+2].C(C)(=O)[O-] (copper acetate). Conditions: temperature 80 celsius. The reactants are COC(=O)C(N)CC(C)C, Cl, CC(NC(=O)Cc1ccccc1)C(=O)O. Yields the product COC(=O)C(CC(C)C)NC(=O)C(C)NC(=O)Cc1ccccc1. RXN SMILES: [CH3:17][O:18][C:19]([CH:20]([NH2:21])[CH2:22][CH:23]([CH3:24])[CH3:25])=[O:26].[ClH:16].[c:1]1([CH2:7][C:8](=[O:9])[NH:10][CH:11]([CH3:12])[C:13](=[O:14])[OH:15])[cH:2][cH:3][cH:4][cH:5][cH:6]1>>[c:1]1([CH2:7][C:8](=[O:9])[NH:10][CH:11]([CH3:12])[C:13](=[O:15])[NH:21][CH:20]([C:19]([O:18][CH3:17])=[O:26])[CH2:22][CH:23]([CH3:24])[CH3:25])[cH:2][cH:3][cH:4][cH:5][cH:6]1. Reactants: Nc1nc(N)c2nc(CBr)cnc2n1, Br, O=C([O-])O, NCCc1ccc(O)c(O)c1. The product is Nc1nc(N)c2nc(CNCCc3ccc(O)c(O)c3)cnc2n1. As a reaction SMILES: [Br:2][CH2:3][c:4]1[n:5][c:6]2[c:7]([NH2:15])[n:8][c:9]([NH2:14])[n:10][c:11]2[n:12][cH:13]1.[BrH:1].[C:27](=[O:28])([OH:29])[O-:30].[OH:16][c:17]1[cH:18][c:19]([CH2:24][CH2:25][NH2:26])[cH:20][cH:21][c:22]1[OH:23]>>[CH2:3]([c:4]1[n:5][c:6]2[c:7]([NH2:15])[n:8][c:9]([NH2:14])[n:10][c:11]2[n:12][cH:13]1)[NH:26][CH2:25][CH2:24][c:19]1[cH:18][c:17]([OH:16])[c:22]([OH:23])[cH:21][cH:20]1. Starting materials: O=CC(O)C(O)C(O)C(O)CO, O. Product: OCC(O)C(O)C(O)C(O)CO. As a reaction SMILES: [O:1]=[CH:2][CH:3]([OH:4])[CH:5]([OH:6])[CH:7]([OH:8])[CH:9]([OH:10])[CH2:11][OH:12].[OH2:13]>>[OH:1][CH2:2][CH:3]([OH:4])[CH:5]([OH:6])[CH:7]([OH:8])[CH:9]([OH:10])[CH2:11][OH:12]. Reactants: COC(=O)c1ccc(CO)cc1, NC(=O)C(NS(=O)(=O)c1ccc(Cl)cc1)c1ccccc1, CC(C)OC(=O)N=NC(=O)OC(C)C, C1CCOC1, c1ccc(P(c2ccccc2)c2ccccc2)cc1. Product: COC(=O)c1ccc(CN(C(C(N)=O)c2ccccc2)S(=O)(=O)c2ccc(Cl)cc2)cc1. RXN SMILES: [CH3:55][O:56][C:57]([c:58]1[cH:59][cH:60][c:61]([CH2:64][OH:65])[cH:62][cH:63]1)=[O:66].[Cl:34][c:35]1[cH:36][cH:37][c:38]([S:41](=[O:42])(=[O:43])[NH:44][CH:45]([C:46](=[O:47])[NH2:48])[c:49]2[cH:50][cH:51][cH:52][cH:53][cH:54]2)[cH:39][cH:40]1.[O:20]=[C:21]([O:22][CH:23]([CH3:24])[CH3:25])[N:26]=[N:27][C:28]([O:29][CH:30]([CH3:31])[CH3:32])=[O:33].[O:67]1[CH2:68][CH2:69][CH2:70][CH2:71]1.[c:1]1([P:2]([c:3]2[cH:4][cH:5][cH:6][cH:7][cH:8]2)[c:9]2[cH:10][cH:11][cH:12][cH:13][cH:14]2)[cH:15][cH:16][cH:17][cH:18][cH:19]1>>[Cl:34][c:35]1[cH:36][cH:37][c:38]([S:41](=[O:42])(=[O:43])[N:44]([CH:45]([C:46](=[O:47])[NH2:48])[c:49]2[cH:50][cH:51][cH:52][cH:53][cH:54]2)[CH2:64][c:61]2[cH:60][cH:59][c:58]([C:57]([O:56][CH3:55])=[O:66])[cH:63][cH:62]2)[cH:39][cH:40]1.